Dataset: the Open Reaction Database (ORD), a public repository of structured organic reaction records. Task: describe an organic reaction: reactants, conditions, products, and yield Starting materials: CC(C)(C)OC(=O)CBr, C1CCOC1, COC(=O)CN1CCN(C(=O)C=Cc2ccc(Cl)c(Cl)c2)CCC1=O, [K+], O=S(=O)([O-])O. Product: COC(=O)C(CC(=O)OC(C)(C)C)N1CCN(C(=O)C=Cc2ccc(Cl)c(Cl)c2)CCC1=O. RXN SMILES: [Br:26][CH2:27][C:28](=[O:29])[O:30][C:31]([CH3:32])([CH3:33])[CH3:34].[CH2:41]1[O:42][CH2:43][CH2:44][CH2:45]1.[CH3:1][O:2][C:3]([CH2:4][N:5]1[CH2:6][CH2:7][N:8]([C:13]([CH:14]=[CH:15][c:16]2[cH:17][c:18]([Cl:23])[c:19]([Cl:22])[cH:20][cH:21]2)=[O:24])[CH2:9][CH2:10][C:11]1=[O:12])=[O:25].[K+:40].[S:35](=[O:36])(=[O:37])([OH:38])[O-:39]>>[CH3:1][O:2][C:3]([CH:4]([N:5]1[CH2:6][CH2:7][N:8]([C:13]([CH:14]=[CH:15][c:16]2[cH:17][c:18]([Cl:23])[c:19]([Cl:22])[cH:20][cH:21]2)=[O:24])[CH2:9][CH2:10][C:11]1=[O:12])[CH2:27][C:28](=[O:29])[O:30][C:31]([CH3:32])([CH3:33])[CH3:34])=[O:25].